Task: describe an organic reaction: reactants, conditions, products, and yield. Dataset: the Open Reaction Database (ORD), a public repository of structured organic reaction records Reactants: COc1ccc(N2CCc3[nH]c4ccc(C)cc4c3C2)cc1, C=Cc1ccc(C)nc1, CN1CCCC1=O, [K+], [OH-]. Product: COc1ccc(N2CCc3c(c4cc(C)ccc4n3CCc3ccc(C)nc3)C2)cc1. As a reaction SMILES: [CH3:1][O:2][c:3]1[cH:4][cH:5][c:6]([N:9]2[CH2:10][c:11]3[c:12]([nH:13][c:14]4[cH:15][cH:16][c:17]([CH3:20])[cH:18][c:19]34)[CH2:21][CH2:22]2)[cH:7][cH:8]1.[CH3:23][c:24]1[n:25][cH:26][c:27]([CH:30]=[CH2:31])[cH:28][cH:29]1.[CH3:34][N:35]1[CH2:36][CH2:37][CH2:38][C:39]1=[O:40].[K+:33].[OH-:32]>>[CH3:1][O:2][c:3]1[cH:4][cH:5][c:6]([N:9]2[CH2:10][c:11]3[c:12]([n:13]([CH2:31][CH2:30][c:27]4[cH:26][n:25][c:24]([CH3:23])[cH:29][cH:28]4)[c:14]4[cH:15][cH:16][c:17]([CH3:20])[cH:18][c:19]34)[CH2:21][CH2:22]2)[cH:7][cH:8]1.